This data is from the Open Reaction Database (ORD), a public repository of structured organic reaction records. The task is: describe an organic reaction: reactants, conditions, products, and yield Reactants: [Al+3], O=C(Cl)c1ccccc1, CN(C)C=O, [Cl-], [Cl-], [Cl-], Cl, O=C1NCc2ccccc2N1. The product is O=C1NCc2cc(C(=O)c3ccccc3)ccc2N1. RXN SMILES: [Al+3:2].[C:5]([c:6]1[cH:7][cH:8][cH:9][cH:10][cH:11]1)(=[O:12])[Cl:13].[CH3:26][N:27]([CH3:28])[CH:29]=[O:30].[Cl-:1].[Cl-:3].[Cl-:4].[ClH:25].[NH:14]1[C:15](=[O:24])[NH:16][CH2:17][c:18]2[cH:19][cH:20][cH:21][cH:22][c:23]21>>[C:5]([c:6]1[cH:7][cH:8][cH:9][cH:10][cH:11]1)(=[O:12])[c:20]1[cH:19][c:18]2[c:23]([cH:22][cH:21]1)[NH:14][C:15](=[O:24])[NH:16][CH2:17]2. Reactants: FC(C(C(C(F)(F)F)(F)F)(F)F)(S(=O)(=O)F)F (perfluorobutane-1-sulfonic acid fluoride), O[C@H]1[C@@H]2[C@H]3CCC(C=C3CC[C@H]2[C@@H]2CCC([C@@]2(C)C1)=O)=O (11α-hydroxy-estr-4-ene-3,17-dione), N12CCCCCC2=NCCC1 (1,8-diazabicyclo[5,4,0]undec-7-ene). Solvent: C(C)(=O)OCC (ethyl acetate), C1(=CC=CC=C1)C (toluene). Run at time 30 minute. Product: F[C@@H]1[C@@H]2[C@H]3CCC(C=C3CC[C@H]2[C@@H]2CCC([C@@]2(C)C1)=O)=O (11β-Fluoro-estr-4-ene-3,17-dione). Reaction SMILES: F[C:2]([F:17])(S(F)(=O)=O)[C:3](F)(F)[C:4](F)(F)[C:5](F)(F)F.O[C@@H]1C[C@@]2(C)[C@@H:30]([CH2:31][CH2:32][C:33]2=[O:37])[C@H:29]2[C@H:20]1[C@@H:21]1[C:26]([CH2:27][CH2:28]2)=[CH:25][C:24](=[O:38])[CH2:23][CH2:22]1.N12CCCN=C1CCCCC2>C1(C)C=CC=CC=1.C(OCC)(=O)C>[F:17][C@H:2]1[CH2:3][C@@:4]2([CH3:5])[C@@H:30]([CH2:31][CH2:32][C:33]2=[O:37])[C@H:29]2[C@H:20]1[C@@H:21]1[C:26]([CH2:27][CH2:28]2)=[CH:25][C:24](=[O:38])[CH2:23][CH2:22]1. Procedure: 4.6 ml of perfluorobutane-1-sulfonic acid fluoride is added in drops to 5.0 g of 11α-hydroxy-estr-4-ene-3,17-dione in 100 ml of toluene and 7.3 mnl of 1,8-diazabicyclo[5,4,0]undec-7-ene at 20° C. After 30 minutes, the solution is diluted with ethyl acetate, washed with saturated sodium chloride solution, dried and concentrated by evaporation in a vacuum. After the crude product is chromatographed on silica gel with a hexane-ethyl acetate gradient, 3.8 g of 11β-fluoro-estr-4-ene-3,17-dione with a... Reactants: ClC(Cl)Cl, Cn1nnnc1CC(O)(c1ccc(F)cc1)c1ccc(F)cc1, [K+], O=S(=O)([O-])O. Yields the product Cn1nnnc1C=C(c1ccc(F)cc1)c1ccc(F)cc1. RXN SMILES: [CH:30]([Cl:31])([Cl:32])[Cl:33].[F:1][c:2]1[cH:3][cH:4][c:5]([C:8]([CH2:9][c:10]2[n:11][n:12][n:13][n:14]2[CH3:15])([OH:16])[c:17]2[cH:18][cH:19][c:20]([F:23])[cH:21][cH:22]2)[cH:6][cH:7]1.[K+:29].[S:24]([O-:25])([OH:26])(=[O:27])=[O:28]>>[F:1][c:2]1[cH:3][cH:4][c:5]([C:8](=[CH:9][c:10]2[n:11][n:12][n:13][n:14]2[CH3:15])[c:17]2[cH:18][cH:19][c:20]([F:23])[cH:21][cH:22]2)[cH:6][cH:7]1. The reactants are C1=CC(=CC=C1[N+](=O)[O-])OC2=C(C=C(C=C2Cl)Cl)Cl (2,4,6-trichloro-4'-nitrodiphenyl ether), C1=CC(=CC=C1[N+](=O)[O-])OC2=C(C=C(C=C2)C(F)(F)F)[N+](=O)[O-] (2,4'-dinitro-4-(trifluoromethyl)diphenyl ether), ClC1=C(OC=2C=CC(=C(C(=O)NS(=O)(=O)C)C2)[N+](=O)[O-])C=CC(=C1)C(F)(F)F (5-[2-chloro-4-(trifiuoromethyl)phenoxyl]-N-(methylsulphony)-2-nitrobenzamide), 3,5-dimethyl-5'-nitrodiphenyl ether, ClC1=C(C=CC(=C1)C(F)(F)F)OC1=CC(=C(C=C1)[N+](=O)[O-])OCC (2-chloro-1-(3-ethoxy-4-nitrophenoxy)-4-(trifiuoromethyl)benzene), ClC1=C(OC=2C=CC(=C(C(=O)OC(C)C(=O)OCC)C2)[N+](=O)[O-])C=CC(=C1)C(F)(F)F (1-(carboethoxy)ethyl 5-[2-chloro-4-(trifluoromethyl)-phenoxyl]-2-nitrobenzoate), ClC1=C(OC=2C=CC(=C(C(=O)[O-])C2)[N+](=O)[O-])C=CC(=C1)C(F)(F)F.[Na+] (sodium 5-(2-chloro-4-(trifiuoromethyl)phenoxy)-2-nitrobenzoate), 2,4-dichloro-6-fluoro-4'-nitrodiphenyl ether, 3-methyl-4'-nitrodiphenyl ether, 2,4-dichloro-3'-methoxy-4'-nitrodiphenyl ether. Product: C1=CC(=CC=C1[N+](=O)[O-])OC2=C(C=C(C=C2)Cl)Cl (2,4-dichloro-4'-nitrodiphenyl ether). Reaction SMILES: [CH:1]1[C:6]([N+:7]([O-:9])=[O:8])=[CH:5][CH:4]=[C:3]([O:10][C:11]2[C:16]([Cl:17])=[CH:15][C:14]([Cl:18])=[CH:13][C:12]=2Cl)[CH:2]=1.C1C([N+]([O-])=O)=CC=C(OC2C=CC(C(F)(F)F)=CC=2[N+]([O-])=O)C=1.ClC1C=C(C(F)(F)F)C=CC=1OC1C=CC([N+]([O-])=O)=C(C=1)C([O-])=O.[Na+].ClC1C=C(C(F)(F)F)C=CC=1OC1C=CC([N+]([O-])=O)=C(OCC)C=1.ClC1C=C(C(F)(F)F)C=CC=1OC1C=CC([N+]([O-])=O)=C(C=1)C(OC(C(OCC)=O)C)=O.ClC1C=C(C(F)(F)F)C=CC=1OC1C=CC([N+]([O-])=O)=C(C=1)C(NS(C)(=O)=O)=O>>[CH:5]1[C:6]([N+:7]([O-:9])=[O:8])=[CH:1][CH:2]=[C:3]([O:10][C:11]2[CH:12]=[CH:13][C:14]([Cl:18])=[CH:15][C:16]=2[Cl:17])[CH:4]=1 |f:2.3|. Procedure details: 2,4,6-trichloro-4'-nitrodiphenyl ether; 2,4-dichloro-6-fluoro-4'-nitrodiphenyl ether; 3-methyl-4'-nitrodiphenyl ether; 3,5-dimethyl-5'-nitrodiphenyl ether; 2,4'-dinitro-4-(trifluoromethyl)diphenyl ether; 2,4-dichloro-3'-methoxy-4'-nitrodiphenyl ether; sodium 5-(2-chloro-4-(trifiuoromethyl)phenoxy)-2-nitrobenzoate; 2-chloro-1-(3-ethoxy-4-nitrophenoxy)-4-(trifiuoromethyl)benzene; 1-(carboethoxy)ethyl 5-[2-chloro-4-(trifluoromethyl)-phenoxyl]-2-nitrobenzoate; 5-[2-chloro-4-(trifiuoromethyl)phenoxyl... Starting materials: O1COC2=C1C=CC(=C2)C2(CC2)C(=O)NC2=CC=CC(=N2)C2=CC=C(C=C2)S(=O)(=O)Cl (4-(6-(1-(Benzo[d][1,3]dioxol-5-yl)cyclopropanecarboxamido)pyridin-2-yl)benzene-1-sulfonyl chloride), CC1NCCC1 (2-methylpyrrolidine). The solvent is CCN(C(C)C)C(C)C (DIEA). Reaction conditions: time 1 hour. The product is O1COC2=C1C=CC(=C2)C2(CC2)C(=O)NC2=NC(=CC=C2)C2=CC=C(C=C2)S(=O)(=O)N2C(CCC2)C (1-(Benzo[d][1,3]dioxol-5-yl)-N-(6-(4-(2-methylpyrrolidin-1-ylsulfonyl)phenyl)pyridin-2-yl)cyclopropanecarboxamide). RXN SMILES: [O:1]1[C:5]2[CH:6]=[CH:7][C:8]([C:10]3([C:13]([NH:15][C:16]4[N:21]=[C:20]([C:22]5[CH:27]=[CH:26][C:25]([S:28](Cl)(=[O:30])=[O:29])=[CH:24][CH:23]=5)[CH:19]=[CH:18][CH:17]=4)=[O:14])[CH2:12][CH2:11]3)=[CH:9][C:4]=2[O:3][CH2:2]1.[CH3:32][CH:33]1[CH2:37][CH2:36][CH2:35][NH:34]1>CCN(C(C)C)C(C)C>[O:1]1[C:5]2[CH:6]=[CH:7][C:8]([C:10]3([C:13]([NH:15][C:16]4[CH:17]=[CH:18][CH:19]=[C:20]([C:22]5[CH:27]=[CH:26][C:25]([S:28]([N:34]6[CH2:35][CH2:36][CH2:37][CH:33]6[CH3:32])(=[O:30])=[O:29])=[CH:24][CH:23]=5)[N:21]=4)=[O:14])[CH2:12][CH2:11]3)=[CH:9][C:4]=2[O:3][CH2:2]1. Procedure: 4-(6-(1-(Benzo[d][1,3]dioxol-5-yl)cyclopropanecarboxamido)pyridin-2-yl)benzene-1-sulfonyl chloride (˜35 μmol, 400 μl solution in chloroform) was treated with 2-methylpyrrolidine followed by the addition of DIEA (100 μl). The reaction mixture was kept at room temperature for 1 h, concentrated, then diluted with DMSO (400 μl). The resulting solution was subjected to HPLC purification. Fractions containing the desired material were combined and concentrated in vacuum centrifuge at 40° C. to provide... As a reaction SMILES: [C:13](=[O:14])([O-:15])[O-:16].[CH3:19][I:20].[CH3:21][C:22](=[O:23])[CH3:24].[Cl:1][c:2]1[c:3]([F:12])[c:4]([OH:11])[c:5]([C:8]([CH3:9])=[O:10])[cH:6][cH:7]1.[K+:17].[K+:18]>>[Cl:1][c:2]1[c:3]([F:12])[c:4]([O:11][CH3:13])[c:5]([C:8]([CH3:9])=[O:10])[cH:6][cH:7]1. Reactants: O=C([O-])[O-], CI, CC(C)=O, CC(=O)c1ccc(Cl)c(F)c1O, [K+], [K+]. Product: COc1c(C(C)=O)ccc(Cl)c1F.